From a dataset of the Open Reaction Database (ORD), a public repository of structured organic reaction records. describe an organic reaction: reactants, conditions, products, and yield The reactants are CCOC(=O)C1(c2ccccc2)CC1CC, CC(O)N(C)C. Yields the product CCC1CC1(C(=O)OCCN(C)C)c1ccccc1. As a reaction SMILES: [CH2:1]([CH3:2])[CH:3]1[C:4]([C:6](=[O:7])[O:8][CH2:9][CH3:10])([c:11]2[cH:12][cH:13][cH:14][cH:15][cH:16]2)[CH2:5]1.[CH3:17][N:18]([CH3:19])[CH:20]([OH:21])[CH3:22]>>[CH2:1]([CH3:2])[CH:3]1[C:4]([C:6](=[O:7])[O:8][CH2:9][CH2:10][N:18]([CH3:17])[CH3:19])([c:11]2[cH:12][cH:13][cH:14][cH:15][cH:16]2)[CH2:5]1. Reactants: ClC=1C=C(C=CC1Cl)C1C(CN(CCO1)C(=O)OC(C)(C)C)CO (tert-butyl (6RS,7RS)-7-(3,4-dichlorophenyl)-6-(hydroxymethyl)-1,4-oxazepane-4-carboxylate), Cl.C(C)O (hydrogen chloride ethanol). Run in C(C)O (ethanol). Conditions: time 24 hour. Yields the product Cl.ClC=1C=C(C=CC1Cl)C1C(CNCCO1)CO ([(6RS,7RS)-7-(3,4-dichlorophenyl)-1,4-oxazepan-6-yl]methanol monohydrochloride). The yield is 135.5%. As a reaction SMILES: [Cl:1][C:2]1[CH:3]=[C:4]([CH:9]2[O:15][CH2:14][CH2:13][N:12](C(OC(C)(C)C)=O)[CH2:11][CH:10]2[CH2:23][OH:24])[CH:5]=[CH:6][C:7]=1[Cl:8].Cl.C(O)C>C(O)C>[ClH:1].[Cl:1][C:2]1[CH:3]=[C:4]([CH:9]2[O:15][CH2:14][CH2:13][NH:12][CH2:11][CH:10]2[CH2:23][OH:24])[CH:5]=[CH:6][C:7]=1[Cl:8] |f:1.2,4.5|. Procedure: To a solution of tert-butyl (6RS,7RS)-7-(3,4-dichlorophenyl)-6-(hydroxymethyl)-1,4-oxazepane-4-carboxylate (100 mg) in ethanol (0.5 mL) was added 2 N hydrogen chloride-ethanol solution (2.0 ml), and the mixture was stirred at room temperature for 24 hr. The crystals obtained by concentration under reduced pressure were recrystallized from ethyl acetate-ethanol to give the title compound (56.3 mg). The reactants are C(CCl)Cl (EDC), C1=CC2=C(N=C1)N(N=N2)O (HOAt), C(C1=CC=CC=C1)OC(=O)N1CCC(CC1)C(=O)O (1-[(benzyloxy)carbonyl]-4-piperidinecarboxylic acid), NC1=NC=CC=C1C (2-amino-3-methylpyridine). Solvent: CN(C)C=O (DMF). Yields the product CC=1C(=NC=CC1)NC(=O)C1CCN(CC1)C(=O)OCC1=CC=CC=C1 (benzyl 4-{[(3-methyl-2-pyridinyl)amino]carbonyl}-1-piperidinecarboxylate), Benzyl 4-{[(3-methyl-2-pyridinyl)amino]carbonyl}-1-piperidine. Reaction SMILES: [CH2:1]([O:8][C:9]([N:11]1[CH2:16][CH2:15][CH:14]([C:17]([OH:19])=O)[CH2:13][CH2:12]1)=[O:10])[C:2]1[CH:7]=[CH:6][CH:5]=[CH:4][CH:3]=1.[NH2:20][C:21]1[C:26]([CH3:27])=[CH:25][CH:24]=[CH:23][N:22]=1.C(Cl)CCl.C1C=NC2N(O)N=NC=2C=1>CN(C=O)C>[CH3:27][C:26]1[C:21]([NH:20][C:17]([CH:14]2[CH2:13][CH2:12][N:11]([C:9]([O:8][CH2:1][C:2]3[CH:3]=[CH:4][CH:5]=[CH:6][CH:7]=3)=[O:10])[CH2:16][CH2:15]2)=[O:19])=[N:22][CH:23]=[CH:24][CH:25]=1. Reported procedure: The benzyl 4-{[(3-methyl-2-pyridinyl)amino]carbonyl}-1-piperidinecarboxylate was prepared as described in EXAMPLE 1, except that 1-[(benzyloxy)carbonyl]-4-piperidinecarboxylic acid (5.00 g, 18.99 mmol), 2-amino-3-methylpyridine (2.16 g, 19.94 mmol), EDC (4.37 g, 22.79 mmol), and HOAt (2.71 g, 19.94 mmol) and DMF (3 mL) were used as starting materials. Benzyl 4-{[(3-methyl-2-pyridinyl)amino]carbonyl}-1-piperidine was isolated as an off-white solid and used without further purification.